Dataset: the Open Reaction Database (ORD), a public repository of structured organic reaction records. Task: describe an organic reaction: reactants, conditions, products, and yield Starting materials: CC(=O)OC(C)=O, Cl, CCCCCCC(C)(C)c1ccc(C2CCCC(=O)C2)c(O)c1, c1ccncc1. Product: CCCCCCC(C)(C)c1ccc(C2CCCC(=O)C2)c(OC(C)=O)c1. RXN SMILES: [CH3:24][C:25](=[O:26])[O:27][C:28](=[O:29])[CH3:30].[ClH:31].[OH:1][c:2]1[c:3]([CH:17]2[CH2:18][C:19](=[O:23])[CH2:20][CH2:21][CH2:22]2)[cH:4][cH:5][c:6]([C:8]([CH2:9][CH2:10][CH2:11][CH2:12][CH2:13][CH3:14])([CH3:15])[CH3:16])[cH:7]1.[cH:32]1[cH:33][cH:34][n:35][cH:36][cH:37]1>>[O:1]([c:2]1[c:3]([CH:17]2[CH2:18][C:19](=[O:23])[CH2:20][CH2:21][CH2:22]2)[cH:4][cH:5][c:6]([C:8]([CH2:9][CH2:10][CH2:11][CH2:12][CH2:13][CH3:14])([CH3:15])[CH3:16])[cH:7]1)[C:25]([CH3:24])=[O:26]. The reactants are CC1CNCC(C)N1, Cc1[nH]c(C=O)c(C)c1C(=O)O. The product is Cc1[nH]c(C=O)c(C)c1C(=O)N1CC(C)NC(C)C1. As a reaction SMILES: [CH3:13][CH:14]1[NH:15][CH:16]([CH3:20])[CH2:17][NH:18][CH2:19]1.[CH:1](=[O:2])[c:3]1[c:4]([CH3:12])[c:5]([C:9](=[O:10])[OH:11])[c:6]([CH3:8])[nH:7]1>>[CH:1](=[O:2])[c:3]1[c:4]([CH3:12])[c:5]([C:9](=[O:11])[N:18]2[CH2:17][CH:16]([CH3:20])[NH:15][CH:14]([CH3:13])[CH2:19]2)[c:6]([CH3:8])[nH:7]1. Reactants: CC(C)C[AlH]CC(C)C (DIBAL), COCNC(=O)C1=NC=C(C=C1F)Br (3-fluoro-5-bromopyridine carboxylic acid methoxymethylamide), CC(C)C[AlH]CC(C)C (DIBAL). Solvent: C1CCOC1 (THF). Reaction conditions: temperature -50 celsius, time 2 hour. Yields the product FC=1C(=NC=C(C1)Br)C=O (3-fluoro-5-bromopyridine-2-carbaldehyde). Reaction SMILES: COCN[C:5]([C:7]1[C:12]([F:13])=[CH:11][C:10]([Br:14])=[CH:9][N:8]=1)=[O:6].CC(C[AlH]CC(C)C)C>C1COCC1>[F:13][C:12]1[C:7]([CH:5]=[O:6])=[N:8][CH:9]=[C:10]([Br:14])[CH:11]=1. Reported procedure: A solution of 3-fluoro-5-bromopyridine carboxylic acid methoxymethylamide (630 mg, 2.4 mmol) in dry THF (12 mL) was cooled to −50° C. and DIBAL (1M in THF; 2.8 mL, 2.8 mmol) was added over 15 min maintaining the temperature below −50° C. The reaction was stirred at −50° C. for 2 h. An additional portion of and DIBAL (1M in THF; 0.25 mL, 0.25 mmol) was added and the reaction mixture was allowed to warm slowly to −10° C. over 2 h. The reaction was quenched by the dropwise addition of water (5 mL) ... Starting materials: BrC=1C=C(C=CC1)NCCC(=O)C1=CC=CC=C1 (3-(3-bromophenylamino)-1-phenylpropan-1-one), C(=O)([O-])[O-].[K+].[K+] (K2CO3), ClC(=O)OC (methyl chloroformate). Solvent: C1CCOC1 (THF). Conditions: time 2 hour. Yields the product BrC=1C=C(C=CC1)N(C(OC)=O)CCC(C1=CC=CC=C1)=O (methyl 3-bromophenyl(3-oxo-3-phenylpropyl)carbamate). Isolated yield 280.7%. RXN SMILES: [Br:1][C:2]1[CH:3]=[C:4]([NH:8][CH2:9][CH2:10][C:11]([C:13]2[CH:18]=[CH:17][CH:16]=[CH:15][CH:14]=2)=[O:12])[CH:5]=[CH:6][CH:7]=1.C([O-])([O-])=O.[K+].[K+].Cl[C:26]([O:28][CH3:29])=[O:27]>C1COCC1>[Br:1][C:2]1[CH:3]=[C:4]([N:8]([CH2:9][CH2:10][C:11](=[O:12])[C:13]2[CH:14]=[CH:15][CH:16]=[CH:17][CH:18]=2)[C:26](=[O:27])[O:28][CH3:29])[CH:5]=[CH:6][CH:7]=1 |f:1.2.3|. Procedure details: To the solution of 3-(3-bromophenylamino)-1-phenylpropan-1-one (0.03 mol) in anhydrous THF (30 mL) was added K2CO3 (0.06 mol) and methyl chloroformate (0.033 mol) at 0° C. under N2 atmosphere. Then the reaction mixture was stirred at rt for 2 h. The resulting mixture was filtered and the filtrate was concentrated. The residue was washed with H2O, 1N HCl and brine and then extracted with EtOAc. The combined organic layers were concentrated to give crude product, which was purified by column chrom... Starting materials: COC1=CC2=C(C=3CCCNC3CC2)C=C1 (8-methoxy-1,2,3,4,5,6-hexahydrobenzo[f]-quinoline), C(C)(=O)OC(C)=O (acetic anhydride). Solvent: N1=CC=CC=C1 (pyridine). Run at time 20 hour. Yields the product C(C)(=O)N1CCCC=2C3=C(CCC12)C=C(C=C3)OC (4-acetyl-8-methoxy-1,2,3,4,5,6-hexahydrobenzo[f]quinoline). As a reaction SMILES: [CH3:1][O:2][C:3]1[CH:16]=[CH:15][C:6]2[C:7]3[CH2:8][CH2:9][CH2:10][NH:11][C:12]=3[CH2:13][CH2:14][C:5]=2[CH:4]=1.[C:17](OC(=O)C)(=[O:19])[CH3:18]>N1C=CC=CC=1>[C:17]([N:11]1[C:12]2[CH2:13][CH2:14][C:5]3[CH:4]=[C:3]([O:2][CH3:1])[CH:16]=[CH:15][C:6]=3[C:7]=2[CH2:8][CH2:9][CH2:10]1)(=[O:19])[CH3:18]. Reported procedure: A mixture of 4.70 g of 8-methoxy-1,2,3,4,5,6-hexahydrobenzo[f]-quinoline in 15 ml of pyridine and 11 ml of acetic anhydride is left to stand at room temperature for 20 hours and evaporated. The residue remaining behind is taken up twice in 50 ml of dry toluene each time and the solutions obtained are evaporated to dryness. The residue is chromatographed on 50 g of silica gel with methylene chloride and gives 4-acetyl-8-methoxy-1,2,3,4,5,6-hexahydrobenzo[f]quinoline with a melting point of 119°-1... The reactants are CC(C)(C)OC(=O)N1CCC(C#N)(c2ccc(I)cc2)CC1, ClCCl, O=C(O)C(F)(F)F. The product is N#CC1(c2ccc(I)cc2)CCNCC1. Reaction SMILES: [C:1]([O:2][C:3](=[O:4])[N:8]1[CH2:9][CH2:10][C:11]([c:14]2[cH:15][cH:16][c:17]([I:20])[cH:18][cH:19]2)([C:21]#[N:22])[CH2:12][CH2:13]1)([CH3:5])([CH3:6])[CH3:7].[Cl:30][CH2:31][Cl:32].[F:23][C:24]([F:25])([F:26])[C:27]([OH:28])=[O:29]>>[NH:8]1[CH2:9][CH2:10][C:11]([c:14]2[cH:15][cH:16][c:17]([I:20])[cH:18][cH:19]2)([C:21]#[N:22])[CH2:12][CH2:13]1. Starting materials: BrCc1ccccn1, Br, CC1CN(C(=O)OC(C)(C)C)CC(C)N1, O=C([O-])[O-], CC1CNCC(C)N1Cc1ccccn1, CC#N, CC1CN(Cc2cc3nc(Cl)nc(N4CCOCC4)c3s2)CC(C)N1Cc1ccccn1, ClCCl, [K+], [K+]. Product: CC1CN(C(=O)OC(C)(C)C)CC(C)N1Cc1ccccn1. Reaction SMILES: [Br:64][CH2:65][c:66]1[cH:67][cH:68][cH:69][cH:70][n:71]1.[BrH:63].[C:48]([CH3:49])([CH3:50])([CH3:51])[O:52][C:53](=[O:54])[N:55]1[CH2:56][CH:57]([CH3:58])[NH:59][CH:60]([CH3:61])[CH2:62]1.[C:72](=[O:73])([O-:74])[O-:75].[CH3:33][CH:34]1[N:35]([CH2:41][c:42]2[n:43][cH:44][cH:45][cH:46][cH:47]2)[CH:36]([CH3:40])[CH2:37][NH:38][CH2:39]1.[CH3:78][C:79]#[N:80].[Cl:1][c:2]1[n:3][c:4]([N:5]2[CH2:6][CH2:7][O:8][CH2:9][CH2:10]2)[c:11]2[s:12][c:13]([CH2:14][N:15]3[CH2:16][CH:17]([CH3:18])[N:19]([CH2:20][c:21]4[cH:22][cH:23][cH:24][cH:25][n:26]4)[CH:27]([CH3:28])[CH2:29]3)[cH:30][c:31]2[n:32]1.[Cl:81][CH2:82][Cl:83].[K+:76].[K+:77]>>[CH3:33][CH:34]1[N:35]([CH2:41][c:42]2[n:43][cH:44][cH:45][cH:46][cH:47]2)[CH:36]([CH3:40])[CH2:37][N:38]([C:53]([O:52][C:48]([CH3:49])([CH3:50])[CH3:51])=[O:54])[CH2:39]1.